The task is: describe an organic reaction: reactants, conditions, products, and yield. This data is from the Open Reaction Database (ORD), a public repository of structured organic reaction records. Starting materials: CC=1N=CSC1C (4,5-dimethylthiazole), BrCC(=O)C=1SC=CC1 (2-bromoacetylthiophene), COC(C)(C)C (t-butyl methyl ether). Solvent: C(C)O (ethyl alcohol). Run at time 8 hour. Yields the product [Br-].S1C(=CC=C1)C(C[N+]1=CSC(=C1C)C)=O (3-(2-thiophenyl-2-oxoethyl)-4,5-dimethyl-thiazolium bromide). As a reaction SMILES: [CH3:1][C:2]1[N:3]=[CH:4][S:5][C:6]=1[CH3:7].[Br:8][CH2:9][C:10]([C:12]1[S:13][CH:14]=[CH:15][CH:16]=1)=[O:11].COC(C)(C)C>C(O)C>[Br-:8].[S:13]1[CH:14]=[CH:15][CH:16]=[C:12]1[C:10](=[O:11])[CH2:9][N+:3]1[C:2]([CH3:1])=[C:6]([CH3:7])[S:5][CH:4]=1 |f:4.5|. Reported procedure: A solution of 4,5-dimethylthiazole (2.2 g, 19.4 mmol) and 2-bromoacetylthiophene (4 g, 19.4 mmol) in ethyl alcohol (20 mL) was refluxed for 3 hours. It was cooled to room temperature and t-butyl methyl ether (10 mL) was added. The reaction mixture was left at room temperature overnight with stirring. The white product separated and was filtered and dried. It was crystallized from ethyl alcohol (4.42 g, 73%), m.p. 203-205° C. Starting materials: N1=C(C=CC=C1C)C (2,6-lutidine), ClC1=C(C=O)C=CC=C1 (o-Chlorobenzaldehyde), [C-]#N.[K+] (potassium cyanide), O (water), ( 7 ), C(C)(=O)OC(C)=O (acetic anhydride). Reagents/catalysts: [V] (vanadium). Solvent: C(Cl)Cl (CH2Cl2). Run at time 7 hour. Yields the product C(C)(=O)O.ClC1=C(C(C#N)O)C=CC=C1 (2-chloromandelonitrile Acetate). As a reaction SMILES: [Cl:1][C:2]1[CH:9]=[CH:8][CH:7]=[CH:6][C:3]=1[CH:4]=[O:5].[C-]#N.[K+].[N:13]1C(C)=CC=C[C:14]=1C.O.[C:22]([O:25]C(=O)C)(=[O:24])[CH3:23]>C(Cl)Cl.[V]>[C:22]([OH:25])(=[O:24])[CH3:23].[Cl:1][C:2]1[CH:9]=[CH:8][CH:7]=[CH:6][C:3]=1[CH:4]([OH:5])[C:14]#[N:13] |f:1.2,8.9|. Procedure: o-Chlorobenzaldehyde (2.0 g, 1.62 ml, 14.23 mmol) was added via syringe to an agitated mixture of potassium cyanide (2.793 g, 43.8 mmol) and a vanadium catalyst* of Formula (7) (90 mg, 14.23×10−2 mmol) in CH2Cl2 (55 ml), followed by 2,6-lutidine (0.147 g, 0.16 ml, 1.37 mmol) and water (0.25 g, 0.25 ml, 13.66 mmol). The slurry was cooled to a temperature of −6° C. and acetic anhydride (3.08 g, 2.85 ml, 30.17 mmol) was added via a syringe. The slurry was agitated at a temperature of −5° C. to 0° C... The reactants are CC1CC(C2CN2S(=O)(=O)c2ccccc2[N+](=O)[O-])OC1=O, Cc1ccccc1, CC1(C)CN(c2ccccc2Cl)C(=O)CN1. The product is CC1CC(C(CN2CC(=O)N(c3ccccc3Cl)CC2(C)C)NS(=O)(=O)c2ccccc2[N+](=O)[O-])OC1=O. RXN SMILES: [CH3:1][CH:2]1[C:3](=[O:22])[O:4][CH:5]([CH:7]2[N:8]([S:10](=[O:11])(=[O:12])[c:13]3[c:14]([N+:19](=[O:20])[O-:21])[cH:15][cH:16][cH:17][cH:18]3)[CH2:9]2)[CH2:6]1.[CH3:39][c:40]1[cH:41][cH:42][cH:43][cH:44][cH:45]1.[Cl:23][c:24]1[c:25]([N:30]2[C:31](=[O:38])[CH2:32][NH:33][C:34]([CH3:36])([CH3:37])[CH2:35]2)[cH:26][cH:27][cH:28][cH:29]1>>[CH3:1][CH:2]1[C:3](=[O:22])[O:4][CH:5]([CH:7]([NH:8][S:10](=[O:11])(=[O:12])[c:13]2[c:14]([N+:19](=[O:20])[O-:21])[cH:15][cH:16][cH:17][cH:18]2)[CH2:9][N:33]2[CH2:32][C:31](=[O:38])[N:30]([c:25]3[c:24]([Cl:23])[cH:29][cH:28][cH:27][cH:26]3)[CH2:35][C:34]2([CH3:36])[CH3:37])[CH2:6]1. Reactants: CCCCCCCCCCO, CN(C)c1ccncc1, C(=NC1CCCCC1)=NC1CCCCC1, ClCCl, O=C1CCC(C(=O)O)N1. The product is CCCCCCCCCCOC(=O)C1CCC(=O)N1. As a reaction SMILES: [CH2:10]([CH2:11][CH2:12][CH2:13][CH2:14][CH2:15][CH2:16][CH2:17][CH2:18][CH3:19])[OH:20].[CH3:39][N:40]([CH3:41])[c:42]1[cH:43][cH:44][n:45][cH:46][cH:47]1.[CH:21]1([N:22]=[C:23]=[N:24][CH:25]2[CH2:26][CH2:27][CH2:28][CH2:29][CH2:30]2)[CH2:31][CH2:32][CH2:33][CH2:34][CH2:35]1.[Cl:36][CH2:37][Cl:38].[NH:1]1[CH:2]([C:7](=[O:8])[OH:9])[CH2:3][CH2:4][C:5]1=[O:6]>>[NH:1]1[CH:2]([C:7](=[O:8])[O:9][CH2:10][CH2:11][CH2:12][CH2:13][CH2:14][CH2:15][CH2:16][CH2:17][CH2:18][CH3:19])[CH2:3][CH2:4][C:5]1=[O:6]. Reactants: C(C)OC(=O)C=1SC2=C(N1)C=C(C=C2)C(F)(F)F (5-trifluoromethyl-benzothiazole-2-carboxylic acid ethyl ester), [OH-].[Na+] (NaOH). The solvent is C1CCOC1 (THF). Conditions: time 8 hour. The product is [Na+].FC(C=1C=CC2=C(N=C(S2)C(=O)[O-])C1)(F)F (5-trifluoromethyl-benzothiazole-2-carboxylic acid sodium salt). RXN SMILES: C([O:3][C:4]([C:6]1[S:7][C:8]2[CH:14]=[CH:13][C:12]([C:15]([F:18])([F:17])[F:16])=[CH:11][C:9]=2[N:10]=1)=[O:5])C.[OH-].[Na+:20]>C1COCC1>[Na+:20].[F:18][C:15]([F:16])([F:17])[C:12]1[CH:13]=[CH:14][C:8]2[S:7][C:6]([C:4]([O-:5])=[O:3])=[N:10][C:9]=2[CH:11]=1 |f:1.2,4.5|. Procedure: To 5-trifluoromethyl-benzothiazole-2-carboxylic acid ethyl ester (200 mg, 0.73 mmol) was added 3 mL of THF, and 0.73 mL (2 eq) of NaOH solution (2N in MeOH). The reaction mixture was stirred at room temperature overnight. The suspension was filtered and the solid was dried under vacuum to give 270 mg of 5-trifluoromethyl-benzothiazole-2-carboxylic acid sodium salt as an off-white solid. Starting materials: C([O-])([O-])=O.[K+].[K+] (potassium carbonate), C(C)(C)(C)C1=CC=C(C(C=O)=C1)O (5-tert-Butylsalicylaldehyde), ClCC(C)=O (chloroacetone). Solvent: C(C)#N (acetonitrile). Product: C(C)(=O)C=1OC2=C(C1)C=C(C=C2)C(C)(C)C (2-Acetyl-5-tert-butylbenzofuran). Yield: 60.9%. RXN SMILES: [C:1]([C:5]1[CH:12]=[C:9]([CH:10]=O)[C:8]([OH:13])=[CH:7][CH:6]=1)([CH3:4])([CH3:3])[CH3:2].C(=O)([O-])[O-].[K+].[K+].Cl[CH2:21][C:22](=[O:24])[CH3:23]>C(#N)C>[C:22]([C:23]1[O:13][C:8]2[CH:7]=[CH:6][C:5]([C:1]([CH3:4])([CH3:3])[CH3:2])=[CH:12][C:9]=2[CH:10]=1)(=[O:24])[CH3:21] |f:1.2.3|. Procedure: 5-tert-Butylsalicylaldehyde (163 g) was dissolved in 1.5 liters of acetonitrile, 252.5 g of anhydrous potassium carbonate was added and 84.6 g of chloroacetone was dropped into the mixture with stirring at room temperature. After completion of the dropping, the reaction mixture was stirred for 8 hours and then insoluble matters were filtered off. The filtrate was concentrated in vacuo and the residue was dissolved in ethyl acetate followed by washing with water twice. The ethyl acetate layer was... Yields the product NC=1N=CC(=NC1C1=CC(=NO1)C1=CC=C(C=C1)CNC)C1=CC(=NC=C1)C1(CCOCC1)C(=O)N (4-[4-[5-amino-6-[3-[4-(methylaminomethyl)phenyl]isoxazol-5-yl]pyrazin-2-yl]-2-pyridyl]tetrahydropyran-4-carboxamide), solid. Reaction conditions: temperature 100 celsius. Solvent: O (water), CO (methanol). The reactants are NC=1N=CC(=NC1C1=CC(=NO1)C1=CC=C(C=C1)CNC)C1=CC(=NC=C1)C1(CCOCC1)C#N (4-[4-[5-amino-6-[3-[4-(methylaminomethyl)phenyl]isoxazol-5-yl]pyrazin-2-yl]-2-pyridyl]tetrahydropyran-4-carbonitrile), [OH-].[Na+] (sodium hydroxide). Procedure details: 4-[4-[5-amino-6-[3-[4-(methylaminomethyl)phenyl]isoxazol-5-yl]pyrazin-2-yl]-2-pyridyl]tetrahydropyran-4-carbonitrile (Trifluoroacetic Acid (1)) (18 mg, 0.03002 mmol) was dissolved in methanol (1 mL) and then 1 M sodium hydroxide solution (300.2 μL of 1 M, 0.3002 mmol) was added. The reaction mixture was heated in the microwave to 100° C. for 45 minutes. The reaction mixture was diluted with water and extracted with ethyl acetate. The extracted organic layer was dried over MgSO4, filtered and con... Yield: 31.4%. As a reaction SMILES: [NH2:1][C:2]1[N:3]=[CH:4][C:5]([C:22]2[CH:27]=[CH:26][N:25]=[C:24]([C:28]3([C:34]#[N:35])[CH2:33][CH2:32][O:31][CH2:30][CH2:29]3)[CH:23]=2)=[N:6][C:7]=1[C:8]1[O:12][N:11]=[C:10]([C:13]2[CH:18]=[CH:17][C:16]([CH2:19][NH:20][CH3:21])=[CH:15][CH:14]=2)[CH:9]=1.[OH-:36].[Na+]>CO.O>[NH2:1][C:2]1[N:3]=[CH:4][C:5]([C:22]2[CH:27]=[CH:26][N:25]=[C:24]([C:28]3([C:34]([NH2:35])=[O:36])[CH2:29][CH2:30][O:31][CH2:32][CH2:33]3)[CH:23]=2)=[N:6][C:7]=1[C:8]1[O:12][N:11]=[C:10]([C:13]2[CH:18]=[CH:17][C:16]([CH2:19][NH:20][CH3:21])=[CH:15][CH:14]=2)[CH:9]=1 |f:1.2|. Starting materials: C1=C(C=CC=C1O)C (m-cresol), crude product, C1(=CC=CC=C1)O (phenol), C1(=CC=CC=C1)SCl (phenyl sulfenyl chloride), C1(=CC=CC=C1)O (phenol). Run in C(Cl)(Cl)(Cl)Cl (carbon tetrachloride). The product is CC=1C=C(C=CC1C1=CC=CC=C1)S (3-methyl-4-phenylthiophenol). As a reaction SMILES: [CH:1]1[C:6](O)=[CH:5][CH:4]=[CH:3][C:2]=1[CH3:8].C1([S:15]Cl)C=CC=CC=1.[C:17]1(O)[CH:22]=[CH:21][CH:20]=[CH:19][CH:18]=1>C(Cl)(Cl)(Cl)Cl>[CH3:8][C:2]1[CH:1]=[C:6]([SH:15])[CH:5]=[CH:4][C:3]=1[C:17]1[CH:22]=[CH:21][CH:20]=[CH:19][CH:18]=1. Procedure: To a solution of 22.4 g. (0.21 mole) of m-cresol in 100 ml. of carbon tetrachloride is added dropwise with stirring, 30.0 g. (0.21 mole) of phenyl sulfenyl chloride at 0°-5° C. over a period of 30 minutes. The light pink solution is stirred overnight at room temperature and then concentrated in vacuo to give 44.8 g. of the impure phenol. The crude product is taken up in 100 ml. of 10% sodium hydroxide, and extracted twice with 50 ml. portions of ether, which are discarded. The basic solution is ... Starting materials: O=C([O-])[O-], CI, CC(C)=O, COC(=O)c1ccc2c(=O)n(Cc3ccc(Cl)cc3Cl)c(=O)[nH]c2c1, [K+], [K+]. The product is COC(=O)c1ccc2c(=O)n(Cc3ccc(Cl)cc3Cl)c(=O)n(C)c2c1. As a reaction SMILES: [C:28](=[O:29])([O-:30])[O-:31].[CH3:26][I:27].[CH3:34][C:35](=[O:36])[CH3:37].[Cl:1][c:2]1[c:3]([CH2:4][n:5]2[c:6](=[O:20])[nH:7][c:8]3[cH:9][c:10]([C:16](=[O:17])[O:18][CH3:19])[cH:11][cH:12][c:13]3[c:14]2=[O:15])[cH:21][cH:22][c:23]([Cl:25])[cH:24]1.[K+:32].[K+:33]>>[Cl:1][c:2]1[c:3]([CH2:4][n:5]2[c:6](=[O:20])[n:7]([CH3:28])[c:8]3[cH:9][c:10]([C:16](=[O:17])[O:18][CH3:19])[cH:11][cH:12][c:13]3[c:14]2=[O:15])[cH:21][cH:22][c:23]([Cl:25])[cH:24]1. Starting materials: ClCCl, Cc1cc(-c2nc3ccccc3n2C)cc2c1nc(C1CCC1)n2Cc1ccc(-c2ccccc2C(=O)OC(C)(C)C)cc1, O=C(O)C(F)(F)F. Yields the product Cc1cc(-c2nc3ccccc3n2C)cc2c1nc(C1CCC1)n2Cc1ccc(-c2ccccc2C(=O)O)cc1. As a reaction SMILES: [CH2:52]([Cl:53])[Cl:54].[CH:1]1([c:5]2[n:6][c:7]3[c:8]([n:9]2[CH2:10][c:11]2[cH:12][cH:13][c:14](-[c:17]4[c:18]([C:23](=[O:24])[O:25][C:26]([CH3:27])([CH3:28])[CH3:29])[cH:19][cH:20][cH:21][cH:22]4)[cH:15][cH:16]2)[cH:30][c:31](-[c:35]2[n:36][c:37]4[c:38]([n:39]2[CH3:40])[cH:41][cH:42][cH:43][cH:44]4)[cH:32][c:33]3[CH3:34])[CH2:2][CH2:3][CH2:4]1.[OH:45][C:46]([C:47]([F:48])([F:49])[F:50])=[O:51]>>[CH:1]1([c:5]2[n:6][c:7]3[c:8]([n:9]2[CH2:10][c:11]2[cH:12][cH:13][c:14](-[c:17]4[c:18]([C:23](=[O:24])[OH:25])[cH:19][cH:20][cH:21][cH:22]4)[cH:15][cH:16]2)[cH:30][c:31](-[c:35]2[n:36][c:37]4[c:38]([n:39]2[CH3:40])[cH:41][cH:42][cH:43][cH:44]4)[cH:32][c:33]3[CH3:34])[CH2:2][CH2:3][CH2:4]1.